describe an organic reaction: reactants, conditions, products, and yield From a dataset of the Open Reaction Database (ORD), a public repository of structured organic reaction records. The yield is 3.0%. Procedure details: A solution of 5-{[(2S,5R)-4-ethyl-2,5-dimethylpiperazin-1-yl]carbonyl}-6,6-dimethyl-1,4,5,6-tetrahydropyrrolo[3,4-c]pyrazol-3-amine (289 mg, 0.9 mmol) and 4-chloro-5-fluoro-2-methoxypyrimidine (257 mg, 2 eq) in 5 mL of 50% acetic acid in water was heated in a microwave for 30 min at 80° C. Purification as described in Example A1 afforded the title compound AA1 as a white powder (13.1 mg, 3%). See Table 1 below for NMR data. Starting materials: C(C)N1C[C@@H](N(C[C@H]1C)C(=O)N1C(C=2NN=C(C2C1)N)(C)C)C (5-{[(2S,5R)-4-ethyl-2,5-dimethylpiperazin-1-yl]carbonyl}-6,6-dimethyl-1,4,5,6-tetrahydropyrrolo[3,4-c]pyrazol-3-amine), ClC1=NC(=NC=C1F)OC (4-chloro-5-fluoro-2-methoxypyrimidine). The solvent is C(C)(=O)O (acetic acid), O (water). Reaction SMILES: [CH2:1]([N:3]1[C@H:8]([CH3:9])[CH2:7][N:6]([C:10]([N:12]2[CH2:19][C:18]3[C:17]([NH2:20])=[N:16][NH:15][C:14]=3[C:13]2([CH3:22])[CH3:21])=[O:11])[C@@H:5]([CH3:23])[CH2:4]1)[CH3:2].Cl[C:25]1[C:30]([F:31])=[CH:29][N:28]=[C:27]([O:32][CH3:33])[N:26]=1>C(O)(=O)C.O>[CH2:1]([N:3]1[C@H:8]([CH3:9])[CH2:7][N:6]([C:10]([N:12]2[CH2:19][C:18]3[C:17]([NH:20][C:25]4[C:30]([F:31])=[CH:29][N:28]=[C:27]([O:32][CH3:33])[N:26]=4)=[N:16][NH:15][C:14]=3[C:13]2([CH3:22])[CH3:21])=[O:11])[C@@H:5]([CH3:23])[CH2:4]1)[CH3:2]. Yields the product C(C)N1C[C@@H](N(C[C@H]1C)C(=O)N1C(C=2NN=C(C2C1)NC1=NC(=NC=C1F)OC)(C)C)C (5-{[(2S,5R)-4-ethyl-2,5-dimethylpiperazin-1-yl]carbonyl}-N-(5-fluoro-2-methoxypyrimidin-4-yl)-6,6-dimethyl-1,4,5,6-tetrahydropyrrolo[3,4-c]pyrazol-3-amine), powder. Reactants: O=C(Nc1cccc(Br)n1)C1(c2ccc3c(c2)OC(F)(F)O3)CC1, COc1ncccc1B(O)O, CN(C)C=O, [Na+], [Na+], O=C([O-])[O-]. Yields the product COc1ncccc1-c1cccc(NC(=O)C2(c3ccc4c(c3)OC(F)(F)O4)CC2)n1. RXN SMILES: [Br:1][c:2]1[cH:3][cH:4][cH:5][c:6]([NH:8][C:9](=[O:10])[C:11]2([c:14]3[cH:15][c:16]4[c:17]([cH:23][cH:24]3)[O:18][C:19]([F:21])([F:22])[O:20]4)[CH2:12][CH2:13]2)[n:7]1.[CH3:25][O:26][c:27]1[n:28][cH:29][cH:30][cH:31][c:32]1[B:33]([OH:34])[OH:35].[CH3:42][N:43]([CH3:44])[CH:45]=[O:46].[Na+:36].[Na+:37].[O-:38][C:39](=[O:40])[O-:41]>>[c:2]1(-[c:32]2[c:27]([O:26][CH3:25])[n:28][cH:29][cH:30][cH:31]2)[cH:3][cH:4][cH:5][c:6]([NH:8][C:9](=[O:10])[C:11]2([c:14]3[cH:15][c:16]4[c:17]([cH:23][cH:24]3)[O:18][C:19]([F:21])([F:22])[O:20]4)[CH2:12][CH2:13]2)[n:7]1. Reactants: C(C)OC(C(C)N1N(C(CCC(C1=O)NC(C1=CC(=C(C(=C1)Cl)OCC=C)Cl)=O)=O)C)=O (2-[6-(4-Allyloxy-3,5-dichloro-benzoylamino)-2-methyl-3,7-dioxo-[1,2]diazepan-1-yl]-propionic acid ethyl ester), CO (MeOH). Run in [OH-].[Na+] (NaOH), O (water). Product: C(C=C)OC1=C(C=C(C(=O)NC2CCC(N(N(C2=O)C(C(=O)O)C)C)=O)C=C1Cl)Cl (2-[6-(4-Allyloxy-3,5-dichloro-benzoylamino)-2-methyl-3,7-dioxo-[1,2]diazepan-1-yl]-propionic acid). Isolated yield 99.7%. RXN SMILES: C([O:3][C:4](=[O:32])[CH:5]([N:7]1[C:13](=[O:14])[CH:12]([NH:15][C:16](=[O:29])[C:17]2[CH:22]=[C:21]([Cl:23])[C:20]([O:24][CH2:25][CH:26]=[CH2:27])=[C:19]([Cl:28])[CH:18]=2)[CH2:11][CH2:10][C:9](=[O:30])[N:8]1[CH3:31])[CH3:6])C.CO>[OH-].[Na+].O>[CH2:25]([O:24][C:20]1[C:19]([Cl:28])=[CH:18][C:17]([C:16]([NH:15][CH:12]2[C:13](=[O:14])[N:7]([CH:5]([CH3:6])[C:4]([OH:32])=[O:3])[N:8]([CH3:31])[C:9](=[O:30])[CH2:10][CH2:11]2)=[O:29])=[CH:22][C:21]=1[Cl:23])[CH:26]=[CH2:27] |f:2.3|. Reported procedure: 2-[6-(4-Allyloxy-3,5-dichloro-benzoylamino)-2-methyl-3,7-dioxo-[1,2]diazepan-1-yl]-propionic acid ethyl ester (17) (216 mg, 0.44 mmol) was stirred in 1N NaOH (2 mL) and MeOH (2 mL) at room temperature for 45 min. The mixture was diluted with water (30 mL), extracted with dichloromethane three times. The combined organic layers were dried over anhydrous Na2SO4, filtered and evaporated in vacuo to dryness to afford 201 mg (99% yield) of the title compound. 1H-NMR (500 MHz, CDCl3) δ 1.58-1.68 (m, 3... Reactants: CCOC(=O)c1cc(NC(C)=O)ccc1-c1ccccc1Br, O=C([O-])[O-], CCO, CCOCC, [K+], [K+], O, OB(O)c1cc(C(F)(F)F)ccc1OCc1ccccc1, Cc1ccccc1, c1ccc(P(c2ccccc2)(c2ccccc2)[Pd](P(c2ccccc2)(c2ccccc2)c2ccccc2)(P(c2ccccc2)(c2ccccc2)c2ccccc2)P(c2ccccc2)(c2ccccc2)c2ccccc2)cc1. The product is CCOC(=O)c1cc(NC(C)=O)ccc1-c1ccccc1-c1cc(C(F)(F)F)ccc1OCc1ccccc1. RXN SMILES: [C:22]([CH3:23])(=[O:24])[NH:25][c:26]1[cH:27][c:28]([C:39](=[O:40])[O:41][CH2:42][CH3:43])[c:29](-[c:32]2[c:33]([Br:38])[cH:34][cH:35][cH:36][cH:37]2)[cH:30][cH:31]1.[C:44](=[O:45])([O-:46])[O-:47].[CH2:50]([OH:51])[CH3:52].[CH3:60][CH2:61][O:62][CH2:63][CH3:64].[K+:48].[K+:49].[OH2:65].[c:1]1([CH2:7][O:8][c:9]2[c:10]([B:19]([OH:20])[OH:21])[cH:11][c:12]([C:15]([F:16])([F:17])[F:18])[cH:13][cH:14]2)[cH:2][cH:3][cH:4][cH:5][cH:6]1.[c:53]1([CH3:54])[cH:55][cH:56][cH:57][cH:58][cH:59]1.[cH:66]1[cH:67][cH:68][c:69]([P:70]([Pd:71]([P:72]([c:73]2[cH:74][cH:75][cH:76][cH:77][cH:78]2)([c:79]2[cH:80][cH:81][cH:82][cH:83][cH:84]2)[c:85]2[cH:86][cH:87][cH:88][cH:89][cH:90]2)([P:91]([c:92]2[cH:93][cH:94][cH:95][cH:96][cH:97]2)([c:98]2[cH:99][cH:100][cH:101][cH:102][cH:103]2)[c:104]2[cH:105][cH:106][cH:107][cH:108][cH:109]2)[P:110]([c:111]2[cH:112][cH:113][cH:114][cH:115][cH:116]2)([c:117]2[cH:118][cH:119][cH:120][cH:121][cH:122]2)[c:123]2[cH:124][cH:125][cH:126][cH:127][cH:128]2)([c:129]2[cH:130][cH:131][cH:132][cH:133][cH:134]2)[c:135]2[cH:136][cH:137][cH:138][cH:139][cH:140]2)[cH:141][cH:142]1>>[c:1]1([CH2:7][O:8][c:9]2[c:10](-[c:33]3[c:32](-[c:29]4[c:28]([C:39](=[O:40])[O:41][CH2:42][CH3:43])[cH:27][c:26]([NH:25][C:22]([CH3:23])=[O:24])[cH:31][cH:30]4)[cH:37][cH:36][cH:35][cH:34]3)[cH:11][c:12]([C:15]([F:16])([F:17])[F:18])[cH:13][cH:14]2)[cH:2][cH:3][cH:4][cH:5][cH:6]1.